Dataset: the Open Reaction Database (ORD), a public repository of structured organic reaction records. Task: describe an organic reaction: reactants, conditions, products, and yield The reactants are COC=1C=C2C(=NC=NC2=CC1OC)N1CCC(CC1)N1C(NC2=CC=C(C=C2C1=O)[N+](=O)[O-])=O (3-[1-(6,7-dimethoxy-4-quinazolinyl)-4-piperidinyl]-1,2,3,4-tetrahydro-6-nitro-2,4-dioxoquinazoline), ClC1=C(CBr)C(=CC=C1)Cl (2,6-dichlorobenzyl bromide). Product: ClC1=C(CN2C(N(C(C3=CC(=CC=C23)[N+](=O)[O-])=O)C2CCN(CC2)C2=NC=NC3=CC(=C(C=C23)OC)OC)=O)C(=CC=C1)Cl (1-(2,6-Dichlorobenzyl)-3-[1-(6,7-dimethoxy-4-quinazolinyl)-4-piperidinyl]-1,2,3,4-tetrahydro-6-nitro-2,4-dioxoquinazoline). Isolated yield 29.0%. RXN SMILES: [CH3:1][O:2][C:3]1[CH:4]=[C:5]2[C:10](=[CH:11][C:12]=1[O:13][CH3:14])[N:9]=[CH:8][N:7]=[C:6]2[N:15]1[CH2:20][CH2:19][CH:18]([N:21]2[C:30](=[O:31])[C:29]3[C:24](=[CH:25][CH:26]=[C:27]([N+:32]([O-:34])=[O:33])[CH:28]=3)[NH:23][C:22]2=[O:35])[CH2:17][CH2:16]1.[Cl:36][C:37]1[CH:44]=[CH:43][CH:42]=[C:41]([Cl:45])[C:38]=1[CH2:39]Br>>[Cl:36][C:37]1[CH:44]=[CH:43][CH:42]=[C:41]([Cl:45])[C:38]=1[CH2:39][N:23]1[C:24]2[C:29](=[CH:28][C:27]([N+:32]([O-:34])=[O:33])=[CH:26][CH:25]=2)[C:30](=[O:31])[N:21]([CH:18]2[CH2:19][CH2:20][N:15]([C:6]3[C:5]4[C:10](=[CH:11][C:12]([O:13][CH3:14])=[C:3]([O:2][CH3:1])[CH:4]=4)[N:9]=[CH:8][N:7]=3)[CH2:16][CH2:17]2)[C:22]1=[O:35]. Procedure details: The procedure similar to that described in Example 1 was repeated, except that 300 mg (0.63 mmol) of Compound 24 was used and 2,6-dichlorobenzyl bromide was used in place of methyl iodide. As a result, 117.1 mg (yield: 29%) of Compound 10 was obtained as pale yellow crystals. Starting materials: ClCCCCC(=O)C1=CC=CC=C1 (5-chloro-1-phenyl-1-pentanone), CC(C(=O)NC1=CC(=CC=C1)C1CCNCC1)C (2-methyl-N-[3-(4-piperidinyl)phenyl]propanamide). Yields the product CC(C(=O)NC1=CC(=CC=C1)C1CCN(CC1)CCCCC(C1=CC=CC=C1)=O)C (2-METHYL-N-{3-[1-(5-OXO-5-PHENYLPENTYL)-4-PIPERIDINYL]PHENYL}PROPANAMIDE). As a reaction SMILES: Cl[CH2:2][CH2:3][CH2:4][CH2:5][C:6]([C:8]1[CH:13]=[CH:12][CH:11]=[CH:10][CH:9]=1)=[O:7].[CH3:14][CH:15]([CH3:31])[C:16]([NH:18][C:19]1[CH:24]=[CH:23][CH:22]=[C:21]([CH:25]2[CH2:30][CH2:29][NH:28][CH2:27][CH2:26]2)[CH:20]=1)=[O:17]>>[CH3:14][CH:15]([CH3:31])[C:16]([NH:18][C:19]1[CH:24]=[CH:23][CH:22]=[C:21]([CH:25]2[CH2:30][CH2:29][N:28]([CH2:2][CH2:3][CH2:4][CH2:5][C:6](=[O:7])[C:8]3[CH:13]=[CH:12][CH:11]=[CH:10][CH:9]=3)[CH2:27][CH2:26]2)[CH:20]=1)=[O:17]. Procedure details: Prepared by Procedure K and Scheme B1 using 5-chloro-1-phenyl-1-pentanone and 2-methyl-N-[3-(4-piperidinyl)phenyl]propanamide: ESMS m/e: 407.1 (M+H)+. The reactants are NC1=CC=C2C=NN(C2=C1)CC1=CC=C(C(=O)OC)C=C1 (methyl 4-(6-aminoindazol-1-ylmethyl)benzoate), N1=CC=CC=C1 (pyridine), C(Cl)Cl (methylene chloride), ClC(=O)OC1CCCC1 (cyclopentyl chloroformate), C(C)(=O)OCC (ethyl acetate). Run at temperature 25 celsius, time 1 hour. The product is C1(CCCC1)OC(=O)NC1=CC=C2C=NN(C2=C1)CC1=C(C=C(C(=O)OC)C=C1)OC (methyl 4-[6-(cyclopentyloxycarbonyl)aminoindazol-1-ylmethyl]-3-methoxybenzoate). Yield: 73.0%. Reaction SMILES: [NH2:1][C:2]1[CH:10]=[C:9]2[C:5]([CH:6]=[N:7][N:8]2[CH2:11][C:12]2[CH:21]=[CH:20][C:15]([C:16]([O:18][CH3:19])=[O:17])=[CH:14][CH:13]=2)=[CH:4][CH:3]=1.N1C=CC=CC=1.C(Cl)Cl.Cl[C:32]([O:34][CH:35]1[CH2:39][CH2:38][CH2:37][CH2:36]1)=[O:33].[C:40](OCC)(=[O:42])C>>[CH:35]1([O:34][C:32]([NH:1][C:2]2[CH:10]=[C:9]3[C:5]([CH:6]=[N:7][N:8]3[CH2:11][C:12]3[CH:21]=[CH:20][C:15]([C:16]([O:18][CH3:19])=[O:17])=[CH:14][C:13]=3[O:42][CH3:40])=[CH:4][CH:3]=2)=[O:33])[CH2:39][CH2:38][CH2:37][CH2:36]1. Procedure: To a mixture of indazole (L) (150 mg), pyridine (0.05 ml) and methylene chloride (2 ml), at -20° C., was added cyclopentyl chloroformate (0.07 ml). The reaction was warmed to 25° C. and stirred for 1 hour. The reaction mixture was added to ethyl acetate, and the ethyl acetate solution washed with saturated sodium carbonate, 1N HCl, and brine, and dried (MgSO4). Evaporation and trituration with diethyl ether gave methyl 4-[6-(cyclopentyloxycarbonyl)aminoindazol-1-ylmethyl]-3-methoxybenzoate (M) (...